From a dataset of the Open Reaction Database (ORD), a public repository of structured organic reaction records. describe an organic reaction: reactants, conditions, products, and yield Procedure: To methanol (30.0 mL), cooled to -10° to -15° C., was slowly added sulfuryl chloride (11.0 mL, 178 mmol), DMF (0.133 mL) and L-pyroglutamic acid (L=(S) configuration, 10.0 g, 77.5 mmol, Sigma Chemical Co.). The stirred mixture was allowed to warm slowly and then stirred at room temperature for 36 hours. The methanol was removed under vacuum, and the residue was dissolved in ethyl acetate (400 mL). Water (~10 mL) was added, followed by the addition of sodium carbonate until basic. The organic lay... Reaction SMILES: [CH3:1]O.S(Cl)(Cl)(=O)=O.[NH:8]1[C:12](=[O:13])[CH2:11][CH2:10][C@H:9]1[C:14]([OH:16])=[O:15]>CN(C=O)C>[CH3:1][O:15][C:14](=[O:16])[C@@H:9]1[CH2:10][CH2:11][C:12](=[O:13])[NH:8]1. The reactants are CO (methanol), S(=O)(=O)(Cl)Cl (sulfuryl chloride), N1[C@@H](CCC1=O)C(=O)O (L-pyroglutamic acid). Product: COC([C@H]1NC(CC1)=O)=O (pyroglutamic methyl ester). Run at time 36 hour. The solvent is CN(C)C=O (DMF). Yield: 91.0%. Isolated yield 101.0%. Reaction SMILES: [CH3:1][C:2]([CH3:15])([CH2:12][CH:13]=[CH2:14])[CH:3]([OH:11])[CH2:4][C:5]1[CH:10]=[CH:9][CH:8]=[CH:7][CH:6]=1.CCN(C(C)C)C(C)C.O>C(Cl)Cl.CS(C)=O>[CH3:1][C:2]([CH3:15])([CH2:12][CH:13]=[CH2:14])[C:3](=[O:11])[CH2:4][C:5]1[CH:10]=[CH:9][CH:8]=[CH:7][CH:6]=1. Yields the product CC(C(CC1=CC=CC=C1)=O)(CC=C)C (3,3-Dimethyl-1-phenylhex-5-en-2-one). Reaction conditions: time 10 minute. Run in CS(=O)C (DMSO), C(Cl)Cl (CH2Cl2). Starting materials: CC(C(CC1=CC=CC=C1)O)(CC=C)C (3,3-Dimethyl-1-phenylhex-5-en-2-ol), CCN(C(C)C)C(C)C (i-Pr2NEt), O (H2O). Reported procedure: To a solution of the product of Step 1 (15 g) and 50 mL of i-Pr2NEt in 250 mL of CH2Cl2 cooled at 0° C. was added dropwise a solution of sulfur trioxide pyridine complex (23.8 g) in 100 mL of DMSO. After stirring for 10 min, the reaction mixture was treated with 200 mL H2O and extracted with 200 mL of 1:1 EtOAc/hexane. The extract was dried over MgSO4 and concentrated to give 15 g of the title compound as a yellow oil. Starting materials: ClC=1C=C(C(=O)NC2=CC=C(C3=CC=CC=C23)OCCN2CCOCC2)C=CN1 (2-chloro-N-[4-(2-morpholin-4-yl-ethoxy)-naphthalen-1-yl]-isonicotinamide), O1CCOC12CCNCC2 (1,4-dioxa-8-aza-spiro[4.5]decane). The product is O1CCOC12CCN(CC2)C=2C=C(C(=O)NC1=CC=C(C3=CC=CC=C13)OCCN1CCOCC1)C=CN2 (2-(1,4-Dioxa-8-aza-spiro[4.5]dec-8-yl)-N-[4-(2-morpholin-4-yl-ethoxy)-naphthalen-1-yl]-isonicotinamide). RXN SMILES: Cl[C:2]1[CH:3]=[C:4]([CH:27]=[CH:28][N:29]=1)[C:5]([NH:7][C:8]1[C:17]2[C:12](=[CH:13][CH:14]=[CH:15][CH:16]=2)[C:11]([O:18][CH2:19][CH2:20][N:21]2[CH2:26][CH2:25][O:24][CH2:23][CH2:22]2)=[CH:10][CH:9]=1)=[O:6].[O:30]1[C:34]2([CH2:39][CH2:38][NH:37][CH2:36][CH2:35]2)[O:33][CH2:32][CH2:31]1>>[O:30]1[C:34]2([CH2:39][CH2:38][N:37]([C:2]3[CH:3]=[C:4]([CH:27]=[CH:28][N:29]=3)[C:5]([NH:7][C:8]3[C:17]4[C:12](=[CH:13][CH:14]=[CH:15][CH:16]=4)[C:11]([O:18][CH2:19][CH2:20][N:21]4[CH2:26][CH2:25][O:24][CH2:23][CH2:22]4)=[CH:10][CH:9]=3)=[O:6])[CH2:36][CH2:35]2)[O:33][CH2:32][CH2:31]1. Procedure details: Compound is formed by reacting 2-chloro-N-[4-(2-morpholin-4-yl-ethoxy)-naphthalen-1-yl]-isonicotinamide and 1,4-dioxa-8-aza-spiro[4.5]decane under conditions described in general procedure A. 1H NMR (300 MHz, DMSO-d6) δ 10.29 (s, 1H), 8.29 (d, 1H), 8.20 (m, 1H), 7.88 (m, 1H), 7.59 (m, 2H), 7.42 (d, 2H), 7.19 (d, 1H), 7.01 (d, 1H), 4.31 (t, 2H), 3.95 (s, 4H), 3.75 (m, 4H), 3.61 (m, 4H), 2.88 (t, 2H), 2.60 (m, 4H), 2.66 (m, 4H). MS: 519.3 (M+1). Reactants: CC(CCCC(C)Br)CCCC(C)C (6,10-dimethylundec-2-yl bromide), N1C=NC=C1 (imidazole). Run in O1CCCC1 (tetrahydrofuran). Conditions: temperature 160 celsius. Yields the product 41.5, CC(CCCC(CCCC(C)C)C)N1C=NC=C1 (1-(1,5,9-trimethyldecyl)-imidazole). The yield is 83.0%. As a reaction SMILES: [CH3:1][CH:2]([CH2:9][CH2:10][CH2:11][CH:12]([CH3:14])[CH3:13])[CH2:3][CH2:4][CH2:5][CH:6](Br)[CH3:7].[NH:15]1[CH:19]=[CH:18][N:17]=[CH:16]1>O1CCCC1>[CH3:7][CH:6]([N:15]1[CH:19]=[CH:18][N:17]=[CH:16]1)[CH2:5][CH2:4][CH2:3][CH:2]([CH3:1])[CH2:9][CH2:10][CH2:11][CH:12]([CH3:14])[CH3:13]. Reported procedure: 52.6 parts by weight of 6,10-dimethylundec-2-yl bromide and 27.2 parts by weight of imidazole are dissolved in 80 parts by weight of tetrahydrofuran and the solution is placed in a 250 ml autoclave and heated for 15 hours at 160° C. The reaction product is then filtered and the solvent is removed from the filtrate at atmospheric pressure. Distillation in vacuo of the residue obtained gives 41.5 parts by weight (83% of theory) of 1-(1,5,9-trimethyldecyl)-imidazole; b.p.: 185° C. Starting materials: CO, Cc1ccccc1, [Cl-], COC(=O)c1ccc(Cl)cc1, O=C1CCC(c2cccc(F)c2)N1c1ccc(OC(F)(F)F)cc1, [H-], [NH4+], [Na+]. Product: O=C(c1ccc(Cl)cc1)C1CC(c2cccc(F)c2)N(c2ccc(OC(F)(F)F)cc2)C1=O. Reaction SMILES: [CH3:27][OH:28].[CH3:42][c:43]1[cH:44][cH:45][cH:46][cH:47][cH:48]1.[Cl-:40].[Cl:29][c:30]1[cH:31][cH:32][c:33]([C:34](=[O:35])[O:36][CH3:37])[cH:38][cH:39]1.[F:1][c:2]1[cH:3][c:4]([CH:8]2[CH2:9][CH2:10][C:11](=[O:24])[N:12]2[c:13]2[cH:14][cH:15][c:16]([O:19][C:20]([F:21])([F:22])[F:23])[cH:17][cH:18]2)[cH:5][cH:6][cH:7]1.[H-:25].[NH4+:41].[Na+:26]>>[F:1][c:2]1[cH:3][c:4]([CH:8]2[CH2:9][CH:10]([C:34]([c:33]3[cH:32][cH:31][c:30]([Cl:29])[cH:39][cH:38]3)=[O:35])[C:11](=[O:24])[N:12]2[c:13]2[cH:14][cH:15][c:16]([O:19][C:20]([F:21])([F:22])[F:23])[cH:17][cH:18]2)[cH:5][cH:6][cH:7]1.